Dataset: the Open Reaction Database (ORD), a public repository of structured organic reaction records. Task: describe an organic reaction: reactants, conditions, products, and yield The reactants are Cn1c(-c2ccc(Cl)cc2)c(CCC(=O)O)c2cc(Cl)ccc21, Cl, FC(F)(F)Oc1ccccc1N1CCNCC1. The product is Cn1c(-c2ccc(Cl)cc2)c(CCC(=O)N2CCN(c3ccccc3OC(F)(F)F)CC2)c2cc(Cl)ccc21. As a reaction SMILES: [Cl:1][c:2]1[cH:3][c:4]2[c:5]([CH2:19][CH2:20][C:21](=[O:22])[OH:23])[c:6](-[c:12]3[cH:13][cH:14][c:15]([Cl:18])[cH:16][cH:17]3)[n:7]([CH3:11])[c:8]2[cH:9][cH:10]1.[ClH:24].[F:25][C:26]([O:27][c:28]1[c:29]([N:34]2[CH2:35][CH2:36][NH:37][CH2:38][CH2:39]2)[cH:30][cH:31][cH:32][cH:33]1)([F:40])[F:41]>>[Cl:1][c:2]1[cH:3][c:4]2[c:5]([CH2:19][CH2:20][C:21](=[O:22])[N:37]3[CH2:36][CH2:35][N:34]([c:29]4[c:28]([O:27][C:26]([F:25])([F:40])[F:41])[cH:33][cH:32][cH:31][cH:30]4)[CH2:39][CH2:38]3)[c:6](-[c:12]3[cH:13][cH:14][c:15]([Cl:18])[cH:16][cH:17]3)[n:7]([CH3:11])[c:8]2[cH:9][cH:10]1. Starting materials: CCN(CC)CCNC(=O)c1c(C)[nH]c(C=O)c1C, C1CCNCC1, CCO, O=C1Cc2c(cccc2-c2ccc(F)cc2)N1. Product: CCN(CC)CCNC(=O)c1c(C)[nH]c(C=C2C(=O)Nc3cccc(-c4ccc(F)cc4)c32)c1C. Reaction SMILES: [CH2:18]([CH3:19])[N:20]([CH2:21][CH2:22][NH:23][C:24](=[O:25])[c:26]1[c:27]([CH3:34])[nH:28][c:29]([CH:32]=[O:33])[c:30]1[CH3:31])[CH2:35][CH3:36].[CH2:37]1[CH2:38][CH2:39][NH:40][CH2:41][CH2:42]1.[CH3:43][CH2:44][OH:45].[F:1][c:2]1[cH:3][cH:4][c:5](-[c:8]2[c:9]3[c:13]([cH:14][cH:15][cH:16]2)[NH:12][C:11](=[O:17])[CH2:10]3)[cH:6][cH:7]1>>[F:1][c:2]1[cH:3][cH:4][c:5](-[c:8]2[c:9]3[c:13]([cH:14][cH:15][cH:16]2)[NH:12][C:11](=[O:17])[C:10]3=[CH:32][c:29]2[nH:28][c:27]([CH3:34])[c:26]([C:24]([NH:23][CH2:22][CH2:21][N:20]([CH2:18][CH3:19])[CH2:35][CH3:36])=[O:25])[c:30]2[CH3:31])[cH:6][cH:7]1. Reactants: Cn1c(-c2ccccc2)c(Cc2ccccc2)c2cc(Br)ccc21, COc1ccc(B(O)O)cc1, ClCCl, [K+], [K+], O=C([O-])[O-], C1COCCO1. RXN SMILES: [CH2:1]([c:2]1[cH:3][cH:4][cH:5][cH:6][cH:7]1)[c:8]1[c:9](-[c:19]2[cH:20][cH:21][cH:22][cH:23][cH:24]2)[n:10]([CH3:18])[c:11]2[cH:12][cH:13][c:14]([Br:17])[cH:15][c:16]12.[CH3:31][O:32][c:33]1[cH:34][cH:35][c:36]([B:39]([OH:40])[OH:41])[cH:37][cH:38]1.[Cl:42][CH2:43][Cl:44].[K+:25].[K+:26].[O-:27][C:28]([O-:29])=[O:30].[O:45]1[CH2:46][CH2:47][O:48][CH2:49][CH2:50]1>>[CH2:1]([c:2]1[cH:3][cH:4][cH:5][cH:6][cH:7]1)[c:8]1[c:9](-[c:19]2[cH:20][cH:21][cH:22][cH:23][cH:24]2)[n:10]([CH3:18])[c:11]2[cH:12][cH:13][c:14](-[c:36]3[cH:35][cH:34][c:33]([O:32][CH3:31])[cH:38][cH:37]3)[cH:15][c:16]12. Yields the product COc1ccc(-c2ccc3c(c2)c(Cc2ccccc2)c(-c2ccccc2)n3C)cc1.